Task: describe an organic reaction: reactants, conditions, products, and yield. Dataset: the Open Reaction Database (ORD), a public repository of structured organic reaction records The solvent is C(Cl)Cl (CH2Cl2). Yields the product COC1=CC=C(C=C1)C1C(C2=CC=C(C=C2CC1)OC)=O (2-(4-Methoxyphenyl)-6-methoxy-1-tetralone). Reported procedure: 2.31 g(7.7 mmol) of 2-(4-methoxyphenyl)-4-(3-methoxyphenyl)butyric acid was dissolved in 30 mL of CH2Cl2 and cooled to 0° C. To this solution was added 3.4 mL (23.1 mmol) of trifluoroacetic acid, the reaction was allowed to proceed for 30 minutes. The reaction was quenched by pouring into an aqueous solution of NaHCO3. The organic layer was separated, washed twice with NaHCO3 solution washed twice with brine, dried with Na2SO4, and evaporated to a solid. This yielded 1.5 g of the title compound ... Reaction SMILES: [CH3:1][O:2][C:3]1[CH:8]=[CH:7][C:6]([CH:9]([CH2:13][CH2:14][C:15]2[CH:20]=[CH:19][CH:18]=[C:17]([O:21][CH3:22])[CH:16]=2)[C:10]([OH:12])=O)=[CH:5][CH:4]=1.FC(F)(F)C(O)=O>C(Cl)Cl>[CH3:1][O:2][C:3]1[CH:4]=[CH:5][C:6]([CH:9]2[CH2:13][CH2:14][C:15]3[C:20](=[CH:19][CH:18]=[C:17]([O:21][CH3:22])[CH:16]=3)[C:10]2=[O:12])=[CH:7][CH:8]=1. Reactants: COC1=CC=C(C=C1)C(C(=O)O)CCC1=CC(=CC=C1)OC (2-(4-methoxyphenyl)-4-(3-methoxyphenyl)butyric acid), FC(C(=O)O)(F)F (trifluoroacetic acid). Run at temperature 0 celsius, time 30 minute. The reactants are C1(=CC=CC=C1)C1=NN=C(O1)C=1C(=NC=C(N1)C=C)N (3-(5-phenyl-1,3,4-oxadiazol-2-yl)-5-vinyl-pyrazin-2-amine), [N+](=[N-])=CC(=O)OCC (ethyl 2-diazoacetate). Solvent: C1(=CC=CC=C1)C (toluene). Run at temperature 110 celsius. Product: NC=1N=CC(=NC1C=1OC(=NN1)C1=CC=CC=C1)C1C(C1)C(=O)OCC (ethyl 2-[5-amino-6-(5-phenyl-1,3,4-oxadiazol-2-yl)pyrazin-2-yl]cyclopropanecarboxylate). Reaction SMILES: [C:1]1([C:7]2[O:11][C:10]([C:12]3[C:13]([NH2:20])=[N:14][CH:15]=[C:16]([CH:18]=[CH2:19])[N:17]=3)=[N:9][N:8]=2)[CH:6]=[CH:5][CH:4]=[CH:3][CH:2]=1.[N+](=[CH:23][C:24]([O:26][CH2:27][CH3:28])=[O:25])=[N-]>C1(C)C=CC=CC=1>[NH2:20][C:13]1[N:14]=[CH:15][C:16]([CH:18]2[CH2:19][CH:23]2[C:24]([O:26][CH2:27][CH3:28])=[O:25])=[N:17][C:12]=1[C:10]1[O:11][C:7]([C:1]2[CH:6]=[CH:5][CH:4]=[CH:3][CH:2]=2)=[N:8][N:9]=1. Procedure: To a vial charged with 3-(5-phenyl-1,3,4-oxadiazol-2-yl)-5-vinyl-pyrazin-2-amine (26 mg, 0.01 mmol) under an atmosphere of nitrogen at room temperature was slowly added a solution of ethyl 2-diazoacetate (34 mg, 31 μL, 0.1 mmol) in toluene (350 μL) over a period of 10 min. The reaction mixture was heated at 110° C. for 1 h. The reaction mixture was cooled to room temperature and the solvent was removed under reduced pressure. The crude material was dissolved in DMSO (1 mL), filtered and purified... Reactants: COC(=O)C(Cc1ccc(-c2ccccc2C=O)cc1)NC(=O)c1c(Cl)cccc1Cl, COC(=O)C=P(c1ccccc1)(c1ccccc1)c1ccccc1, Cc1ccccc1. The product is COC(=O)C=Cc1ccccc1-c1ccc(CC(NC(=O)c2c(Cl)cccc2Cl)C(=O)OC)cc1. As a reaction SMILES: [CH3:1][O:2][C:3]([CH:4]([NH:5][C:6]([c:7]1[c:8]([Cl:14])[cH:9][cH:10][cH:11][c:12]1[Cl:13])=[O:15])[CH2:16][c:17]1[cH:18][cH:19][c:20](-[c:23]2[c:24]([CH:29]=[O:30])[cH:25][cH:26][cH:27][cH:28]2)[cH:21][cH:22]1)=[O:31].[CH3:32][O:33][C:34]([CH:35]=[P:36]([c:37]1[cH:38][cH:39][cH:40][cH:41][cH:42]1)([c:43]1[cH:44][cH:45][cH:46][cH:47][cH:48]1)[c:49]1[cH:50][cH:51][cH:52][cH:53][cH:54]1)=[O:55].[CH3:56][c:57]1[cH:58][cH:59][cH:60][cH:61][cH:62]1>>[CH3:1][O:2][C:3]([CH:4]([NH:5][C:6]([c:7]1[c:8]([Cl:14])[cH:9][cH:10][cH:11][c:12]1[Cl:13])=[O:15])[CH2:16][c:17]1[cH:18][cH:19][c:20](-[c:23]2[c:24]([CH:56]=[CH:35][C:34]([O:33][CH3:32])=[O:55])[cH:25][cH:26][cH:27][cH:28]2)[cH:21][cH:22]1)=[O:31].